Dataset: the Open Reaction Database (ORD), a public repository of structured organic reaction records. Task: describe an organic reaction: reactants, conditions, products, and yield Reactants: BrCC1=CC=C(C(=O)O)C=C1 (4-Bromomethylbenzoic acid), C(C)NCC (diethylamine), CCOCC (ether), C(C(=O)Cl)(=O)Cl (oxalyl chloride). The reagents and catalysts are O1CCCC1 (tetrahydrofuran). Run in CN(C=O)C (N,N-dimethylformamide), O (water). Run at time 0.5 hour. Yields the product BrCC1=CC=C(C(=O)N(CC)CC)C=C1 (4-(Bromomethyl)-N,N-diethylbenzamide). The yield is 85.8%. Reaction SMILES: [Br:1][CH2:2][C:3]1[CH:11]=[CH:10][C:6]([C:7]([OH:9])=O)=[CH:5][CH:4]=1.C(Cl)(=O)C(Cl)=O.[CH2:18]([NH:20][CH2:21][CH3:22])[CH3:19].CCOCC>O1CCCC1.CN(C)C=O.O>[Br:1][CH2:2][C:3]1[CH:4]=[CH:5][C:6]([C:7]([N:20]([CH2:21][CH3:22])[CH2:18][CH3:19])=[O:9])=[CH:10][CH:11]=1. Procedure details: 4-Bromomethylbenzoic acid (50 g, 233 mmol) is dissolved in 500 mL of tetrahydrofuran containing a few drops if N,N-dimethylformamide at room temperature under nitrogen and treated dropwise over 1 hour with oxalyl chloride (268 mmol, 34.0 g, 23.4 mL). After the addition, the reaction mixture is stirred for 0.5 hour, at which point the solvent is removed in vacuo. The solid residue is dissolved in 200 mL of tetrahydrofuran and poured into a rapidly stirring solution of diethylamine (536 mmol, 39.2...